This data is from the Open Reaction Database (ORD), a public repository of structured organic reaction records. The task is: describe an organic reaction: reactants, conditions, products, and yield The reactants are CC#CCOc1ccc(SCC2(C(=O)NO)CCN(C(=O)OC(C)(C)C)CC2)cc1, CO, OO. Yields the product CC#CCOc1ccc(S(=O)CC2(C(=O)NO)CCN(C(=O)OC(C)(C)C)CC2)cc1. Reaction SMILES: [C:1]([CH3:2])([CH3:3])([CH3:4])[O:5][C:6](=[O:7])[N:8]1[CH2:9][CH2:10][C:11]([C:14](=[O:15])[NH:16][OH:17])([CH2:18][S:19][c:20]2[cH:21][cH:22][c:23]([O:26][CH2:27][C:28]#[C:29][CH3:30])[cH:24][cH:25]2)[CH2:12][CH2:13]1.[CH3:33][OH:34].[OH:31][OH:32]>>[C:1]([CH3:2])([CH3:3])([CH3:4])[O:5][C:6](=[O:7])[N:8]1[CH2:9][CH2:10][C:11]([C:14](=[O:15])[NH:16][OH:17])([CH2:18][S:19]([c:20]2[cH:21][cH:22][c:23]([O:26][CH2:27][C:28]#[C:29][CH3:30])[cH:24][cH:25]2)=[O:31])[CH2:12][CH2:13]1. Reactants: COCC(C)N, COc1ccc(-c2ccnc(OS(=O)(=O)C(F)(F)F)c2[N+](=O)[O-])c(Cl)c1. Product: COCC(C)Nc1nccc(-c2ccc(OC)cc2Cl)c1[N+](=O)[O-]. As a reaction SMILES: [CH3:27][O:28][CH2:29][CH:30]([CH3:31])[NH2:32].[Cl:1][c:2]1[c:3](-[c:10]2[c:11]([N+:24](=[O:25])[O-:26])[c:12]([O:16][S:17]([C:18]([F:19])([F:20])[F:21])(=[O:22])=[O:23])[n:13][cH:14][cH:15]2)[cH:4][cH:5][c:6]([O:8][CH3:9])[cH:7]1>>[Cl:1][c:2]1[c:3](-[c:10]2[c:11]([N+:24](=[O:25])[O-:26])[c:12]([NH:32][CH:30]([CH2:29][O:28][CH3:27])[CH3:31])[n:13][cH:14][cH:15]2)[cH:4][cH:5][c:6]([O:8][CH3:9])[cH:7]1. Starting materials: C(C1=CC=CC=C1)OC(=O)NCCCNC1=C(C=CC=C1)C(CCC1CCN(CC1)C(=O)OC(C)(C)C)=O (tert-Butyl 4-(3-(2-(3-(benzyloxycarbonylamino)propylamino)phenyl)-3-oxopropyl)piperidine-1-carboxylate), C(C)(C)N(CC)C(C)C (diisopropylethylamine), ClC(C(=O)OC)=O (methyl 2-chloro-2-oxoacetate). Run in C(C)(=O)OCC (ethyl acetate), ClCCl (dichloromethane). Reaction conditions: time 2 hour. Yields the product C(C1=CC=CC=C1)OC(=O)NCCCN(C(C(=O)OC)=O)C1=C(C=CC=C1)C(CCC1CCN(CC1)C(=O)OC(C)(C)C)=O (tert-Butyl 4-(3-(2-(N-(3-(benzyloxycarbonylamino)propyl)-2-methoxy-2-oxoacetamido)phenyl)-3-oxopropyl)piperidine-1-carboxylate). Reaction SMILES: [CH2:1]([O:8][C:9]([NH:11][CH2:12][CH2:13][CH2:14][NH:15][C:16]1[CH:21]=[CH:20][CH:19]=[CH:18][C:17]=1[C:22](=[O:38])[CH2:23][CH2:24][CH:25]1[CH2:30][CH2:29][N:28]([C:31]([O:33][C:34]([CH3:37])([CH3:36])[CH3:35])=[O:32])[CH2:27][CH2:26]1)=[O:10])[C:2]1[CH:7]=[CH:6][CH:5]=[CH:4][CH:3]=1.C(N(C(C)C)CC)(C)C.Cl[C:49](=[O:54])[C:50]([O:52][CH3:53])=[O:51]>ClCCl.C(OCC)(=O)C>[CH2:1]([O:8][C:9]([NH:11][CH2:12][CH2:13][CH2:14][N:15]([C:16]1[CH:21]=[CH:20][CH:19]=[CH:18][C:17]=1[C:22](=[O:38])[CH2:23][CH2:24][CH:25]1[CH2:26][CH2:27][N:28]([C:31]([O:33][C:34]([CH3:35])([CH3:37])[CH3:36])=[O:32])[CH2:29][CH2:30]1)[C:49](=[O:54])[C:50]([O:52][CH3:53])=[O:51])=[O:10])[C:2]1[CH:7]=[CH:6][CH:5]=[CH:4][CH:3]=1. Procedure: To a solution of the compound prepared in Example 326 (620 mg) in dichloromethane (10.0 mL) at 0° C. was added diisopropylethylamine (0.82 mL) followed by methyl 2-chloro-2-oxoacetate (0.22 mL). The reaction was allowed to warm to room temperature and then stirred for 2 hours. The solution was diluted with ethyl acetate, washed with saturated aqueous sodium bicarbonate solution and brine. The organics were dried over magnesium sulfate, filtered and concentrated under reduced pressure to afford t... The reactants are COc1cc(N2CCN(CCS(C)(=O)=O)CC2)ccc1N, C[O-], CC(C)O, COc1ccc(-c2nc3ccccn3c2-c2ccnc(Cl)n2)cc1C(=O)Nc1c(F)cccc1F, ClCCl, [Na+], Cc1ccc(S(=O)(=O)O)cc1. Yields the product COc1cc(N2CCN(CCS(C)(=O)=O)CC2)ccc1Nc1nccc(-c2c(-c3ccc(OC)c(C(=O)Nc4c(F)cccc4F)c3)nc3ccccn23)n1. RXN SMILES: [CH3:36][O:37][c:38]1[c:39]([NH2:40])[cH:41][cH:42][c:43]([N:45]2[CH2:46][CH2:47][N:48]([CH2:51][CH2:52][S:53](=[O:54])(=[O:55])[CH3:56])[CH2:49][CH2:50]2)[cH:44]1.[CH3:68][O-:69].[CH:74]([OH:75])([CH3:76])[CH3:77].[Cl:1][c:2]1[n:3][cH:4][cH:5][c:6](-[c:8]2[c:9](-[c:17]3[cH:18][cH:19][c:20]([O:34][CH3:35])[c:21]([C:22](=[O:23])[NH:24][c:25]4[c:26]([F:32])[cH:27][cH:28][cH:29][c:30]4[F:31])[cH:33]3)[n:10][c:11]3[n:12]2[cH:13][cH:14][cH:15][cH:16]3)[n:7]1.[Cl:71][CH2:72][Cl:73].[Na+:70].[c:57]1([CH3:58])[cH:59][cH:60][c:61]([S:62]([OH:63])(=[O:64])=[O:65])[cH:66][cH:67]1>>[c:2]1([NH:40][c:39]2[c:38]([O:37][CH3:36])[cH:44][c:43]([N:45]3[CH2:46][CH2:47][N:48]([CH2:51][CH2:52][S:53](=[O:54])(=[O:55])[CH3:56])[CH2:49][CH2:50]3)[cH:42][cH:41]2)[n:3][cH:4][cH:5][c:6](-[c:8]2[c:9](-[c:17]3[cH:18][cH:19][c:20]([O:34][CH3:35])[c:21]([C:22](=[O:23])[NH:24][c:25]4[c:26]([F:32])[cH:27][cH:28][cH:29][c:30]4[F:31])[cH:33]3)[n:10][c:11]3[n:12]2[cH:13][cH:14][cH:15][cH:16]3)[n:7]1. The reactants are FC(C1=CC=C(C=C1)C1=CC(=NC=N1)OC1=C2N=CC(NC2=CC=C1)=O)(F)F (5-[6-(4-trifluoromethyl-phenyl)-pyrimidin-4-yloxy]-1H-quinoxalin-2-one), C(=O)([O-])[O-].[K+].[K+] (K2CO3), IC (iodomethane). Solvent: CN(C)C=O (DMF). The product is CN1C(C=NC2=C(C=CC=C12)OC1=NC=NC(=C1)C1=CC=C(C=C1)C(F)(F)F)=O (1-Methyl-5-[6-(4-trifluoromethyl-phenyl)-pyrimidin-4-yloxy]-1H-quinoxalin-2-one). As a reaction SMILES: [F:1][C:2]([F:28])([F:27])[C:3]1[CH:8]=[CH:7][C:6]([C:9]2[N:14]=[CH:13][N:12]=[C:11]([O:15][C:16]3[CH:25]=[CH:24][CH:23]=[C:22]4[C:17]=3[N:18]=[CH:19][C:20](=[O:26])[NH:21]4)[CH:10]=2)=[CH:5][CH:4]=1.[C:29]([O-])([O-])=O.[K+].[K+].IC>CN(C=O)C>[CH3:29][N:21]1[C:22]2[C:17](=[C:16]([O:15][C:11]3[CH:10]=[C:9]([C:6]4[CH:7]=[CH:8][C:3]([C:2]([F:27])([F:1])[F:28])=[CH:4][CH:5]=4)[N:14]=[CH:13][N:12]=3)[CH:25]=[CH:24][CH:23]=2)[N:18]=[CH:19][C:20]1=[O:26] |f:1.2.3|. Procedure: The title compound was prepared analogous to the methods used in Example 42 using 5-[6-(4-trifluoromethyl-phenyl)-pyrimidin-4-yloxy]-1H-quinoxalin-2-one, (Example 34(b)), (0.10 g, 0.26 mmol), K2CO3 (0.043 g, 0.31 mmol, Aldrich) and iodomethane (0.019 mL, 0.31 mmol, Aldrich) in DMF (1 mL). Purification by flash chromatography (0→5% 2M NH3 in MeOH/CH2Cl2) afforded the title compound as a white amorphous solid. Mp: 258° C. MS (ESI, pos. ion) m/z: 399 (M+1). The reactants are N[C@@H]1C(N(C[C@@H](CC1)OCCCCCCN=[N+]=[N-])C)=O ((3S,6R)-3-amino-6-(6-azido-hexyloxy)-1-methyl-azepan-2-one), CC(/C=C/[C@@H]1[C@@H]2C(OC(O1)(C)C)C(C(O2)=O)OC)(C)C ((4R,4aR)-((E)-3,3-dimethyl-but-1-enyl)-7-methoxy-2,2-dimethyl-tetrahydro-furo[3,2-d][1,3]dioxin-6-one). The solvent is C(C)(C)O (isopropanol). Product: N(=[N+]=[N-])CCCCCCO[C@@H]1CC[C@@H](C(N(C1)C)=O)NC([C@H](OC)[C@@H]1OC(O[C@@H]([C@H]1O)\C=C\C(C)(C)C)(C)C)=O ((R)-N-[(3S,6R)-6-(6-azido-hexyloxy)-1-methyl-2-oxo-azepan-3-yl]-2-[(4R,5R,6R)-6-((E)-3,3-dimethyl-but-1-enyl)-5-hydroxy-2,2-dimethyl-[1,3]dioxan-4-yl]-2-methoxy-acetamide). Isolated yield 59.1%. Reaction SMILES: [NH2:1][C@H:2]1[CH2:8][CH2:7][C@@H:6]([O:9][CH2:10][CH2:11][CH2:12][CH2:13][CH2:14][CH2:15][N:16]=[N+:17]=[N-:18])[CH2:5][N:4]([CH3:19])[C:3]1=[O:20].[CH3:21][C:22]([CH3:40])([CH3:39])/[CH:23]=[CH:24]/[C@H:25]1[O:30][C:29]([CH3:32])([CH3:31])[O:28][CH:27]2[CH:33]([O:37][CH3:38])[C:34](=[O:36])[O:35][C@H:26]12>C(O)(C)C>[N:16]([CH2:15][CH2:14][CH2:13][CH2:12][CH2:11][CH2:10][O:9][C@H:6]1[CH2:5][N:4]([CH3:19])[C:3](=[O:20])[C@@H:2]([NH:1][C:34](=[O:36])[C@@H:33]([C@H:27]2[C@H:26]([OH:35])[C@@H:25](/[CH:24]=[CH:23]/[C:22]([CH3:39])([CH3:21])[CH3:40])[O:30][C:29]([CH3:32])([CH3:31])[O:28]2)[O:37][CH3:38])[CH2:8][CH2:7]1)=[N+:17]=[N-:18]. Procedure: To a solution of (3S,6R)-3-amino-6-(6-azido-hexyloxy)-1-methyl-azepan-2-one (0.207 g, 0.73 mmol) in isopropanol (1 mL) is added (4R,4aR)-((E)-3,3-dimethyl-but-1-enyl)-7-methoxy-2,2-dimethyl-tetrahydro-furo[3,2-d][1,3]dioxin-6-one (0.3 g, 1 mmol) and heated to reflux for 18 h. The solution is evaporated under vacuum adsorbed on silica and chromatographed (CH2Cl2 to EtOAc gradient) to give 0.245 g (59%) of (R)-N-[(3S,6R)-6-(6-azido-hexyloxy)-1-methyl-2-oxo-azepan-3-yl]-2-[(4R,5R,6R)-6-((E)-3,3-dim... Reactants: O1CCCC=C1 (dihydropyran), O.C1(=CC=C(C=C1)S(=O)(=O)O)C (p-toluenesulfonic acid monohydrate), O1CCCC1 (tetrahydrofuran). Product: O1C(=CC=C1)C(CC#C)OC1OCCCC1 (2-[1-(2-furanyl)-3butynyloxy]tetrahydro-2H-pyran). Reaction SMILES: [O:1]1[CH:6]=[CH:5][CH2:4][CH2:3][CH2:2]1.[OH2:7].[C:8]1([CH3:18])[CH:13]=[CH:12][C:11](S(O)(=O)=O)=[CH:10][CH:9]=1.[O:19]1[CH2:23]CCC1>>[O:19]1[CH:23]=[CH:9][CH:10]=[C:11]1[CH:12]([O:7][CH:6]1[CH2:5][CH2:4][CH2:3][CH2:2][O:1]1)[CH2:13][C:8]#[CH:18] |f:1.2|. Procedure details: To a solution of 10 g (0.073 mole) of the title compound of Example 1 in 40 ml of tetrahydrofuran is added 10 g (0.12 mole) dihydropyran and 100 mg of p-toluenesulfonic acid monohydrate. The reaction mixture is stirred at room temperature for 4 hours, then diluted with water and 5 ml of 5% aqueous sodium hydroxide. After removal of the solvent, the residue is extracted three times with diethyl ether. The organic layers are washed with brine, dried over sodium sulfate, filtered and concentrated t... Reactants: ClC1=CC=C(C=C1)S(=O)(=O)C1(CCC(CC1)CS(=O)(=O)N1CC(C1)O)C1=C(C=CC(=C1)F)F (1-[4-(4-Chloro-benzenesulfonyl)-4-(2,5-difluoro-phenyl)-cyclohexylmethanesulfonyl]-azetidin-3-ol), CC(=O)OI1(C=2C=CC=CC2C(=O)O1)(OC(=O)C)OC(=O)C (Dess-Martin periodinane), C(C)(=O)OCC (Ethyl acetate). Solvent: ClCCl (dichloromethane). Reaction conditions: time 18 hour. Yields the product ClC1=CC=C(C=C1)S(=O)(=O)C1(CCC(CC1)CS(=O)(=O)N1CC(C1)=O)C1=C(C=CC(=C1)F)F (1-[4-(4-Chloro-benzenesulfonyl)-4-(2,5-difluoro-phenyl)-cyclohexylmethanesulfonyl]-azetidin-3-one). The yield is 67.6%. Reaction SMILES: [Cl:1][C:2]1[CH:7]=[CH:6][C:5]([S:8]([C:11]2([C:26]3[CH:31]=[C:30]([F:32])[CH:29]=[CH:28][C:27]=3[F:33])[CH2:16][CH2:15][CH:14]([CH2:17][S:18]([N:21]3[CH2:24][CH:23]([OH:25])[CH2:22]3)(=[O:20])=[O:19])[CH2:13][CH2:12]2)(=[O:10])=[O:9])=[CH:4][CH:3]=1.CC(OI1(OC(C)=O)(OC(C)=O)OC(=O)C2C=CC=CC1=2)=O.C(OCC)(=O)C>ClCCl>[Cl:1][C:2]1[CH:7]=[CH:6][C:5]([S:8]([C:11]2([C:26]3[CH:31]=[C:30]([F:32])[CH:29]=[CH:28][C:27]=3[F:33])[CH2:12][CH2:13][CH:14]([CH2:17][S:18]([N:21]3[CH2:24][C:23](=[O:25])[CH2:22]3)(=[O:19])=[O:20])[CH2:15][CH2:16]2)(=[O:10])=[O:9])=[CH:4][CH:3]=1. Procedure: To a stirred solution of 1-[4-(4-chloro-benzenesulfonyl)-4-(2,5-difluoro-phenyl)-cyclohexylmethanesulfonyl]-azetidin-3-ol (Example 30) (143 mg, 0.28 mmol.) in dichloromethane (10 mL) was added Dess-Martin periodinane (230 mg, 0.56 mmol.) and the mixture stirred at ambient temperature for 18 hours. Ethyl acetate (20 mL) was added and the solution washed with 10% sodium thiosulfate solution (20 mL), water (20 mL) and brine (20 mL), dried (MgSO4) and evaporated to leave a residue which was purified...